The task is: describe an organic reaction: reactants, conditions, products, and yield. This data is from the Open Reaction Database (ORD), a public repository of structured organic reaction records. Reactants: COC1=CC=C(C=C1)C=1N=C(SC1C1=CC=C(C=C1)OC)CC(=O)OC (4,5-bis(p-methoxyphenyl)-2-thiazoleacetic acid, methyl ester), ice, [H-].[Al+3].[Li+].[H-].[H-].[H-] (lithium aluminum hydride). Run in C1CCOC1 (THF), C1CCOC1 (THF). Reaction conditions: time 1.25 hour. Yields the product COC1=CC=C(C=C1)C=1N=C(SC1C1=CC=C(C=C1)OC)CCO (4,5-bis(4-methoxyphenyl)-2-thiazole ethanol). Yield: 35.0%. Reaction SMILES: [CH3:1][O:2][C:3]1[CH:8]=[CH:7][C:6]([C:9]2[N:10]=[C:11]([CH2:22][C:23](OC)=[O:24])[S:12][C:13]=2[C:14]2[CH:19]=[CH:18][C:17]([O:20][CH3:21])=[CH:16][CH:15]=2)=[CH:5][CH:4]=1.[H-].[Al+3].[Li+].[H-].[H-].[H-]>C1COCC1>[CH3:1][O:2][C:3]1[CH:4]=[CH:5][C:6]([C:9]2[N:10]=[C:11]([CH2:22][CH2:23][OH:24])[S:12][C:13]=2[C:14]2[CH:19]=[CH:18][C:17]([O:20][CH3:21])=[CH:16][CH:15]=2)=[CH:7][CH:8]=1 |f:1.2.3.4.5.6|. Procedure details: A solution of 4,5-bis(p-methoxyphenyl)-2-thiazoleacetic acid, methyl ester (2.5 g.; 0.0068 mole) and THF (10 ml.) was added dropwise by syringe to an ice cooled slurry of lithium aluminum hydride (0.55 g.; 0.0145 mole) and THF (20 ml.). Stirring was continued for an additional 1.25 hours at ambient temperature. The reaction was quenched by the dropwise addition of water (2 ml. via syringe) and then concentrated by rotary evaporation. The residue was slurried with water, taken to pH 4 with 6 N su... The reactants are O1C(CCCC1)OCCCCCCC1(OC2=C(C(C1)=O)C=CC(=C2CCC)O)C (rac.-2,3-dihydro-2-[6-[(tetrahydro-2H-pyran-2-yl)oxy]hexyl]-7-hydroxy-2-methyl-8-propyl-4H-1-benzopyran-4-one), C([O-])([O-])=O.[K+].[K+] (potassium carbonate), Cl (hydrochloric acid), BrCC(=O)OC (methyl bromoacetate). Run in CN(C=O)C (N,N-dimethylformamide), O (water), CCOCC (ether), CCOCC (ether). Conditions: time 2 hour. The product is COC(COC1=C(C2=C(C(CC(O2)(C)CCCCCCOC2OCCCC2)=O)C=C1)CCC)=O (rac.-[[3,4-dihydro-2-[6-[(tetrahydro-2H-pyran-2-yl)oxy]hexyl]-2-methyl-4-oxo-8-propyl-2H-1-benzopyran-7-yl]oxy]acetic acid methyl ester). Isolated yield 70.8%. Reaction SMILES: [O:1]1[CH2:6][CH2:5][CH2:4][CH2:3][CH:2]1[O:7][CH2:8][CH2:9][CH2:10][CH2:11][CH2:12][CH2:13][C:14]1([CH3:29])[CH2:19][C:18](=[O:20])[C:17]2[CH:21]=[CH:22][C:23]([OH:28])=[C:24]([CH2:25][CH2:26][CH3:27])[C:16]=2[O:15]1.C(=O)([O-])[O-].[K+].[K+].Br[CH2:37][C:38]([O:40][CH3:41])=[O:39].Cl>CCOCC.O.CN(C)C=O>[CH3:41][O:40][C:38](=[O:39])[CH2:37][O:28][C:23]1[CH:22]=[CH:21][C:17]2[C:18](=[O:20])[CH2:19][C:14]([CH2:13][CH2:12][CH2:11][CH2:10][CH2:9][CH2:8][O:7][CH:2]3[CH2:3][CH2:4][CH2:5][CH2:6][O:1]3)([CH3:29])[O:15][C:16]=2[C:24]=1[CH2:25][CH2:26][CH3:27] |f:1.2.3|. Reported procedure: A mixture of 0.706 g of rac.-2,3-dihydro-2-[6-[(tetrahydro-2H-pyran-2-yl)oxy]hexyl]-7-hydroxy-2-methyl-8-propyl-4H-1-benzopyran-4-one, 16 ml of N,N-dimethylformamide, and 0.477 g of anhydrous potassium carbonate was stirred at room temperature for 2 hours. A 0.33 ml (0.53 g) portion of methyl bromoacetate was added and stirring was continued for 17.5 hours at room temperature. The mixture was poured into water and the pH was adjusted to 7 with 0.5N hydrochloric acid. The organic product was isol...